This data is from the Open Reaction Database (ORD), a public repository of structured organic reaction records. The task is: describe an organic reaction: reactants, conditions, products, and yield Reactants: BrCCCCOC=1C=C2CCC(NC2=CC1)=O (6-(4-bromo-butoxy)-3,4-dihydro-carbostyril), COC1=CC=C(C=C1)S (4-methoxy-thiophenol). Yields the product COC1=CC=C(C=C1)SCCCCOC=1C=C2CCC(NC2=CC1)=O (6-[4-(4-Methoxyphenyl-mercapto)-butoxy]-3,4-dihydro-carbostyril). As a reaction SMILES: Br[CH2:2][CH2:3][CH2:4][CH2:5][O:6][C:7]1[CH:8]=[C:9]2[C:14](=[CH:15][CH:16]=1)[NH:13][C:12](=[O:17])[CH2:11][CH2:10]2.[CH3:18][O:19][C:20]1[CH:25]=[CH:24][C:23]([SH:26])=[CH:22][CH:21]=1>>[CH3:18][O:19][C:20]1[CH:25]=[CH:24][C:23]([S:26][CH2:2][CH2:3][CH2:4][CH2:5][O:6][C:7]2[CH:8]=[C:9]3[C:14](=[CH:15][CH:16]=2)[NH:13][C:12](=[O:17])[CH2:11][CH2:10]3)=[CH:22][CH:21]=1. Procedure: Prepared analogous to Example 1 from 6-(4-bromo-butoxy)-3,4-dihydro-carbostyril (m.p. 142°-147° C.) and 4-methoxy-thiophenol. Reaction conditions: time 4.5 hour. Reactants: ClC1=CC=C(C=C1)C(C)N (racemic 1-(4-chloro-phenyl)-ethylamine), COCC(=O)OC (methyl methoxyacetate). The product is ClC1=CC=C(C=C1)C(C)NC(COC)=O (N-(1-(4-chlorophenyl)-ethyl]-methoxyacetamide). Procedure details: At room temperature, a solution of 7.8 g (0.05 mol) of racemic 1-(4-chloro-phenyl)-ethylamine in 35 ml of methyl tert-butyl ether is mixed with stirring with 8.32 g (0.08 mol) of methyl methoxyacetate and then with 0.39 g of Novozym 435® (=immobilized lipase from Candida antarctica; 7300 U/g). Stirring is continued at room temperature and the progress of the reaction is monitored by gas chromatographic sample analysis. After 4.5 hours, the conversion is 55%. At this stage, the reaction is termin... Reaction SMILES: [Cl:1][C:2]1[CH:7]=[CH:6][C:5]([CH:8]([NH2:10])[CH3:9])=[CH:4][CH:3]=1.[CH3:11][O:12][CH2:13][C:14](OC)=[O:15]>C(OC)(C)(C)C>[Cl:1][C:2]1[CH:7]=[CH:6][C:5]([CH:8]([NH:10][C:14](=[O:15])[CH2:13][O:12][CH3:11])[CH3:9])=[CH:4][CH:3]=1. Solvent: C(C)(C)(C)OC (methyl tert-butyl ether).